Task: describe an organic reaction: reactants, conditions, products, and yield. Dataset: the Open Reaction Database (ORD), a public repository of structured organic reaction records Reactants: C1CCOC1, CC1CN(C(=O)c2cc3cc(O)ccc3o2)CC(C)O1, CC(C)N1CCC(O)CC1, CC(C)OC(=O)N=NC(=O)OC(C)C, c1ccc(P(c2ccccc2)c2ccccc2)cc1. Product: CC1CN(C(=O)c2cc3cc(OC4CCN(C(C)C)CC4)ccc3o2)CC(C)O1. As a reaction SMILES: [CH2:64]1[O:65][CH2:66][CH2:67][CH2:68]1.[CH3:1][CH:2]1[O:3][CH:4]([CH3:20])[CH2:5][N:6]([C:8](=[O:9])[c:10]2[o:11][c:12]3[c:13]([cH:14]2)[cH:15][c:16]([OH:19])[cH:17][cH:18]3)[CH2:7]1.[CH:21]([CH3:22])([CH3:23])[N:24]1[CH2:25][CH2:26][CH:27]([OH:30])[CH2:28][CH2:29]1.[O:50]=[C:51]([O:52][CH:53]([CH3:54])[CH3:55])[N:56]=[N:57][C:58]([O:59][CH:60]([CH3:61])[CH3:62])=[O:63].[c:31]1([P:32]([c:33]2[cH:34][cH:35][cH:36][cH:37][cH:38]2)[c:39]2[cH:40][cH:41][cH:42][cH:43][cH:44]2)[cH:45][cH:46][cH:47][cH:48][cH:49]1>>[CH3:1][CH:2]1[O:3][CH:4]([CH3:20])[CH2:5][N:6]([C:8](=[O:9])[c:10]2[o:11][c:12]3[c:13]([cH:14]2)[cH:15][c:16]([O:19][CH:27]2[CH2:26][CH2:25][N:24]([CH:21]([CH3:22])[CH3:23])[CH2:29][CH2:28]2)[cH:17][cH:18]3)[CH2:7]1. Reactants: C1CCOC1, CS(=O)(=O)c1cc2nccc(Oc3ccc(N)cc3F)c2s1, CO, O=C(Cc1ccccc1)N=C=S. Product: CS(=O)(=O)c1cc2nccc(Oc3ccc(NC(=S)NC(=O)Cc4ccccc4)cc3F)c2s1. As a reaction SMILES: [CH2:35]1[O:36][CH2:37][CH2:38][CH2:39]1.[CH3:1][S:2](=[O:3])(=[O:4])[c:5]1[cH:6][c:7]2[n:8][cH:9][cH:10][c:11]([O:14][c:15]3[c:16]([F:22])[cH:17][c:18]([NH2:21])[cH:19][cH:20]3)[c:12]2[s:13]1.[CH3:40][OH:41].[c:23]1([CH2:29][C:30](=[O:31])[N:32]=[C:33]=[S:34])[cH:24][cH:25][cH:26][cH:27][cH:28]1>>[CH3:1][S:2](=[O:3])(=[O:4])[c:5]1[cH:6][c:7]2[n:8][cH:9][cH:10][c:11]([O:14][c:15]3[c:16]([F:22])[cH:17][c:18]([NH:21][C:33]([NH:32][C:30]([CH2:29][c:23]4[cH:24][cH:25][cH:26][cH:27][cH:28]4)=[O:31])=[S:34])[cH:19][cH:20]3)[c:12]2[s:13]1. Starting materials: [H-].[Na+] (sodium hydride), FC1=C(C#N)C(=CC=C1)F (2,6-difluorobenzonitrile), ice water, FC=1C=C(C=CC1)C(C)O (1-(3-fluorophenyl)ethanol). Solvent: CN(C=O)C (dimethylformamide), CN(C=O)C (dimethylformamide), CN(C=O)C (dimethylformamide). Conditions: time 45 minute. The product is FC1=C(C#N)C(=CC=C1)OC(C)C1=CC(=CC=C1)F (2-fluoro-6-[1-(3-fluorophenyl)-ethoxy]-benzonitrile). Reaction SMILES: [F:1][C:2]1[CH:3]=[C:4]([CH:8]([OH:10])[CH3:9])[CH:5]=[CH:6][CH:7]=1.[H-].[Na+].[F:13][C:14]1[CH:21]=[CH:20][CH:19]=[C:18](F)[C:15]=1[C:16]#[N:17]>CN(C)C=O>[F:13][C:14]1[CH:21]=[CH:20][CH:19]=[C:18]([O:10][CH:8]([C:4]2[CH:5]=[CH:6][CH:7]=[C:2]([F:1])[CH:3]=2)[CH3:9])[C:15]=1[C:16]#[N:17] |f:1.2|. Procedure: A solution of 1-(3-fluorophenyl)ethanol (0.7 ml; 5.6 mmol) in dimethylformamide was added to a cooled (0° C.) slurry of sodium hydride (224 mg; 5.6 mmol) in dimethylformamide under nitrogen atmosphere. The reaction mixture was slowly warmed to room temperature, and stirred for 45 minutes. In another vessel, a solution of 2,6-difluorobenzonitrile (780 mg, 5.6 mmol) in dimethylformamide was chilled to 0° C., and activated anion was added over 20 minutes. Mixture was then stirred 2 hours at room te... The reactants are Br\C=C/1\[C@@H]2CC(\C(\[C@]2(CCC1)C)=C/NC1=CC=CC=C1)=O ((1Z,3aR,4E,7aS)-4-(bromomethylene)-hexahydro-7a-methyl-1-{(phenylamino)methylene}-1H-indene-2(3H)-one), Br\C=C/1\[C@@H]2CC(\C(\[C@]2(CCC1)C)=C/NC1=CC=CC=C1)=O ((1Z,3aR,4E,7aS)-4-(bromomethylene)-hexahydro-7a-methyl-1-{(phenylamino)methylene}-1H-indene-2(3H)-one), C(C)(=O)Cl (acetyl chloride), N1=CC=CC=C1 (pyridine). Reaction conditions: time 30 minute. Product: crude product, Br\C=C\1/CCC[C@@]2(/C(/C(C[C@@H]12)=O)=C/N(C(C)=O)CCC1=CC=CC=C1)C (N-[(1Z)-{(E,3aS,7aR)-7-(bromomethylene)-octahydro-3a-methyl-2-oxoindene-3-ylidene}methyl]-N-phenethylacetamide). The yield is 91.0%. Reaction SMILES: [Br:1]/[CH:2]=[C:3]1/[C@H:4]2[C@:8]([CH3:12])([CH2:9][CH2:10][CH2:11]/1)/[C:7](=[CH:13]/[NH:14][C:15]1[CH:20]=[CH:19][CH:18]=[CH:17][CH:16]=1)/[C:6](=[O:21])[CH2:5]2.[C:22](Cl)(=[O:24])[CH3:23].N1C=CC=[CH:28][CH:27]=1>>[Br:1]/[CH:2]=[C:3]1\[CH2:11][CH2:10][CH2:9][C@@:8]2([CH3:12])[C@H:4]\1[CH2:5][C:6](=[O:21])/[C:7]/2=[CH:13]\[N:14]([CH2:15][CH2:16][C:17]1[CH:28]=[CH:27][CH:20]=[CH:19][CH:18]=1)[C:22](=[O:24])[CH3:23]. Procedure details: To a solution of (1Z,3aR,4E,7aS)-4-(bromomethylene)-hexahydro-7a-methyl-1-{(phenylamino)methylene}-1H-indene-2(3H)-one (Compound 27: 182 mg, 0.486 mmol) in pyridine (1 ml), acetyl chloride (50 μl, 0.703 mmol) was added at 0° C. The resulting mixture was allowed to rise to room temperature and stirred for 30 minutes. The solvent was removed by evaporator, and the residue was dissolved in diethyl ether. The resulting mixture was washed with 2 N hydrochloric acid, water and with saturated brine, an... The reactants are N1CCC(CC1)N1C2=CC=CC=C2OC=2C=C(C=CC12)C1=NN=NN1 (10-piperidin-4-yl-3-(1H-tetrazol-5-yl)-10H-phenoxazine), C(=O)(C(F)(F)F)O (TFA), C(C)(=O)O[BH-](OC(C)=O)OC(C)=O.C[N+](C)(C)C (tetramethylammonium triacetoxyborohydride), N1C(=NC=C1)C=O (1H-imidazole-2-carboxaldehyde), C(C)(=O)O[BH-](OC(C)=O)OC(C)=O.[Na+] (sodium triacetoxyborohydride), C1=CC=NC(=C1)C=O (2-pyridylcarboxaldehyde), N1CCC(CC1)N1C2=CC=CC=C2OC=2C=C(C=CC12)C1=NOC(N1)=O (3-(10-piperidin-4-yl-10H-phenoxazin-3-yl)-4H-[1,2,4]oxadiazol-5-one), N1CCC(CC1)N1C2=CC=CC=C2OC=2C=C(C=CC12)C1=NOC(N1)=O (3-(10-Piperidin-4-yl-10H-phenoxazin-3-yl)-4H-[1,2,4]oxadiazol-5-one), N1CCC(CC1)N1C2=CC=CC=C2OC=2C=C(C=CC12)C1=NN=NN1 (10-Piperidin-4-yl-3-(1H-tetrazol-5-yl)-10H-phenoxazine). Product: N1=C(C=CC=C1)CN1CCC(CC1)N1C2=CC=CC=C2OC=2C=C(C=CC12)C1=NOC(N1)=O (3-[10-(1-Pyridin-2-ylmethyl-piperidin-4-yl)-10H-phenoxazin-3-yl]-4H-[1,2,4]oxadiazol-5-one), C(=O)(C(F)(F)F)O (TFA). Reaction SMILES: [NH:1]1[CH2:6][CH2:5][CH:4]([N:7]2[C:20]3[CH:19]=[CH:18][C:17]([C:21]4[NH:25][C:24](=[O:26])[O:23][N:22]=4)=[CH:16][C:15]=3[O:14][C:13]3[C:8]2=[CH:9][CH:10]=[CH:11][CH:12]=3)[CH2:3][CH2:2]1.C(O)([C:29]([F:32])([F:31])[F:30])=O.N1CCC(N2C3C=CC(C4NN=NN=4)=CC=3OC3C2=CC=CC=3)CC1.[CH:59]1[CH:64]=[C:63]([CH:65]=O)[N:62]=[CH:61][CH:60]=1.N1C=CN=C1C=O.C(O[BH-](OC(=O)C)OC(=O)C)(=O)C.[Na+].C(O[BH-](OC(=O)C)OC(=O)C)(=O)C.C[N+](C)(C)C>>[N:62]1[CH:61]=[CH:60][CH:59]=[CH:64][C:63]=1[CH2:65][N:1]1[CH2:2][CH2:3][CH:4]([N:7]2[C:20]3[CH:19]=[CH:18][C:17]([C:21]4[NH:25][C:24](=[O:26])[O:23][N:22]=4)=[CH:16][C:15]=3[O:14][C:13]3[C:8]2=[CH:9][CH:10]=[CH:11][CH:12]=3)[CH2:5][CH2:6]1.[C:24]([OH:23])([C:29]([F:32])([F:31])[F:30])=[O:26] |f:5.6,7.8|. Procedure: Using an adaptation of the method described in Procedure 7, substituting the TFA salt of 3-(10-piperidin-4-yl-10H-phenoxazin-3-yl)-4H-[1,2,4]oxadiazol-5-one, 2b for the TFA salt of 10-piperidin-4-yl-3-(1H-tetrazol-5-yl)-10H-phenoxazine, 6a, 2-pyridylcarboxaldehyde for 1H-imidazole-2-carboxaldehyde and sodium triacetoxyborohydride for tetramethylammonium triacetoxyborohydride, the title compound 3-[10-(1-pyridin-2-ylmethyl-piperidin-4-yl)-10H-phenoxazin-3-yl]-4H-[1,2,4]oxadiazol-5-one, 6b was obt... Reactants: [N+](=O)([O-])C=1C=C([N+](=CC1)[O-])C (4-Nitro-2-picoline N-oxide), C(C)(=O)Br (acetyl bromide). The product is BrC=1C=C([N+](=CC1)[O-])C (4-Bromo-2-picoline N-oxide). Yield: 31.1%. Reaction SMILES: [N+]([C:4]1[CH:5]=[C:6]([CH3:11])[N+:7]([O-:10])=[CH:8][CH:9]=1)([O-])=O.C([Br:15])(=O)C>>[Br:15][C:4]1[CH:5]=[C:6]([CH3:11])[N+:7]([O-:10])=[CH:8][CH:9]=1. Procedure: 4-Nitro-2-picoline N-oxide (1.0 g, 6.5 mmol) was treated with acetyl bromide (3.5 mL, 47 mmol) as described in Example 65b to provide the title compound (0.38 g, 31%) as an orange-brown oil. Reactants: Br, COc1c(CC(=O)O)cc2ccoc2c1C(=O)c1ccccc1, CC(=O)O, O. The product is O=C(O)Cc1cc2ccoc2c(C(=O)c2ccccc2)c1O. RXN SMILES: [BrH:29].[CH3:1][O:2][c:3]1[c:4]([C:16]([c:17]2[cH:18][cH:19][cH:20][cH:21][cH:22]2)=[O:23])[c:5]2[c:6]([cH:7][cH:8][o:9]2)[cH:10][c:11]1[CH2:12][C:13](=[O:14])[OH:15].[CH3:25][C:26](=[O:27])[OH:28].[OH2:24]>>[OH:2][c:3]1[c:4]([C:16]([c:17]2[cH:18][cH:19][cH:20][cH:21][cH:22]2)=[O:23])[c:5]2[c:6]([cH:7][cH:8][o:9]2)[cH:10][c:11]1[CH2:12][C:13](=[O:14])[OH:15].